The task is: describe an organic reaction: reactants, conditions, products, and yield. This data is from the Open Reaction Database (ORD), a public repository of structured organic reaction records. Starting materials: O[C@@H]1[C@]2(C)[C@@H](CC1)[C@@H]1CC[C@H]3CC(C[C@@H]([C@]3(C)[C@H]1CC2)C)=O (17β-hydroxy-1α-methyl-5α-androstan-3-one), C1(=CC=C(C=C1)S(=O)(=O)O)C (p-toluenesulfonic acid), N1=CC=CC=C1 (pyridine). Solvent: C1(=CC=CC=C1)C (toluene), C(CO)O (ethylene glycol), C(C)OCC (diethyl ether). Reaction conditions: time 6 hour. Product: C1OC2(C[C@@H]3CC[C@H]4[C@@H]5CC[C@@H]([C@@]5(C)CC[C@@H]4[C@]3([C@H](C2)C)C)O)OC1 (3,3-ethylenedioxy-1α-methyl-5α-androstan-17β-ol). RXN SMILES: [OH:1][C@H:2]1[CH2:7][CH2:6][C@H:5]2[C@H:8]3[C@H:18]([CH2:19][CH2:20][C@:3]12[CH3:4])[C@:16]1([CH3:17])[C@H:11]([CH2:12][C:13](=[O:22])[CH2:14][C@@H:15]1[CH3:21])[CH2:10][CH2:9]3.C1(C)C=CC(S(O)(=O)=[O:30])=CC=1.N1[CH:39]=[CH:38]C=CC=1>C1(C)C=CC=CC=1.C(O)CO.C(OCC)C>[CH2:39]1[CH2:38][O:30][C:13]2([CH2:14][C@H:15]([CH3:21])[C@@:16]3([CH3:17])[C@@H:11]([CH2:10][CH2:9][C@@H:8]4[C@@H:18]3[CH2:19][CH2:20][C@@:3]3([CH3:4])[C@H:5]4[CH2:6][CH2:7][C@@H:2]3[OH:1])[CH2:12]2)[O:22]1. Procedure details: A solution of 30 g of 17β-hydroxy-1α-methyl-5α-androstan-3-one in 300 ml of toluene and 90 ml of ethylene glycol is combined with 900 mg of p-toluenesulfonic acid and stirred for 6 hours with gradual removal by distillation. After cooling, the reaction solution is mixed with 3 ml of pyridine, diluted with diethyl ether, and washed with water. After evaporation, 35 g of 3,3-ethylenedioxy-1α-methyl-5α-androstan-17β-ol is obtained.